From a dataset of the Open Reaction Database (ORD), a public repository of structured organic reaction records. describe an organic reaction: reactants, conditions, products, and yield Starting materials: O=C(CN(CCO)C)N1CCCCCC1 (2-{N-[2-oxo-2- (perhydro-1-azepinyl) ethyl]methylamino}ethanol), S(=O)(Cl)Cl (thionyl chloride). Solvent: C(Cl)(Cl)Cl (chloroform). Yields the product ClCCN(CC(N1CCCCCC1)=O)C (2-Chloro-N-methyl-N-[2-oxo-2-(perhydro-1-azepinyl)ethyl]ethylamine). RXN SMILES: [O:1]=[C:2]([N:9]1[CH2:15][CH2:14][CH2:13][CH2:12][CH2:11][CH2:10]1)[CH2:3][N:4]([CH3:8])[CH2:5][CH2:6]O.S(Cl)([Cl:18])=O>C(Cl)(Cl)Cl>[Cl:18][CH2:6][CH2:5][N:4]([CH3:8])[CH2:3][C:2](=[O:1])[N:9]1[CH2:15][CH2:14][CH2:13][CH2:12][CH2:11][CH2:10]1. Procedure: A mixture of 5.7 g (27 mmol) of 2-{N-[2-oxo-2- (perhydro-1-azepinyl) ethyl]methylamino}ethanol, dissolved in 50 ml of chloroform, and 6 ml (excess) of thionyl chloride is heated under reflux for 2 h. Starting materials: O=C([O-])[O-], FCCl, [Cs+], [Cs+], CN(C)C=O, COC(=O)c1ccc(O)c(C(F)(F)F)c1. Yields the product COC(=O)c1ccc(OCF)c(C(F)(F)F)c1. Reaction SMILES: [C:16](=[O:17])([O-:18])[O-:19].[Cl:22][CH2:23][F:24].[Cs+:20].[Cs+:21].[O:25]=[CH:26][N:27]([CH3:28])[CH3:29].[OH:1][c:2]1[c:3]([C:12]([F:13])([F:14])[F:15])[cH:4][c:5]([C:6](=[O:7])[O:8][CH3:9])[cH:10][cH:11]1>>[O:1]([c:2]1[c:3]([C:12]([F:13])([F:14])[F:15])[cH:4][c:5]([C:6](=[O:7])[O:8][CH3:9])[cH:10][cH:11]1)[CH2:23][F:24]. The solvent is C(Cl)Cl (DCM), C(Cl)Cl (DCM), C(Cl)Cl (DCM). Procedure: To a suspension of 2-(2,6-difluorophenyl)-1,3-thiazole-4-carboxylic acid (28.5 mg, 0.118 mmol) in DCM (0.5 mL), a solution of 1-chloro-N,N,2-trimethylpropenylamine (45.0 mg, 0.337 mmol) in DCM (1.0 mL) was added slowly. The mixture was stirred at room temperature for 2 h. A solution of tert-butyl [(3S)-1-(3-aminoquinolin-4-yl)piperidin-3-yl]carbamate (from step 2 in Example 1, 36.9 mg, 0.108 mmol) in DCM (2.0 mL) was added, followed by pyridine (93.2 mg, 1.18 mmol). The mixture was then stirred ... Reaction SMILES: [F:1][C:2]1[CH:7]=[CH:6][CH:5]=[C:4]([F:8])[C:3]=1[C:9]1[S:10][CH:11]=[C:12]([C:14]([OH:16])=O)[N:13]=1.ClC(N(C)C)=C(C)C.[NH2:25][C:26]1[CH:27]=[N:28][C:29]2[C:34]([C:35]=1[N:36]1[CH2:41][CH2:40][CH2:39][C@H:38]([NH:42][C:43](=[O:49])[O:44][C:45]([CH3:48])([CH3:47])[CH3:46])[CH2:37]1)=[CH:33][CH:32]=[CH:31][CH:30]=2.N1C=CC=CC=1>C(Cl)Cl>[F:8][C:4]1[CH:5]=[CH:6][CH:7]=[C:2]([F:1])[C:3]=1[C:9]1[S:10][CH:11]=[C:12]([C:14]([NH:25][C:26]2[CH:27]=[N:28][C:29]3[C:34]([C:35]=2[N:36]2[CH2:41][CH2:40][CH2:39][C@H:38]([NH:42][C:43](=[O:49])[O:44][C:45]([CH3:47])([CH3:46])[CH3:48])[CH2:37]2)=[CH:33][CH:32]=[CH:31][CH:30]=3)=[O:16])[N:13]=1. Yield: 94.0%. The reactants are ClC(=C(C)C)N(C)C (1-chloro-N,N,2-trimethylpropenylamine), NC=1C=NC2=CC=CC=C2C1N1C[C@H](CCC1)NC(OC(C)(C)C)=O (tert-butyl [(3S)-1-(3-aminoquinolin-4-yl)piperidin-3-yl]carbamate), N1=CC=CC=C1 (pyridine), FC1=C(C(=CC=C1)F)C=1SC=C(N1)C(=O)O (2-(2,6-difluorophenyl)-1,3-thiazole-4-carboxylic acid). Conditions: time 2 hour. Product: FC1=C(C(=CC=C1)F)C=1SC=C(N1)C(=O)NC=1C=NC2=CC=CC=C2C1N1C[C@H](CCC1)NC(OC(C)(C)C)=O (tert-Butyl {(3S)-1-[3-({[2-(2,6-difluorophenyl)-1,3-thiazol-4-yl]carbonyl}amino)quinolin-4-yl]piperidin-3-yl}carbamate). The reactants are FC1=CC=CC(=N1)C1=CC=C(CN2N=C3NC(N(C(C3=C2)=O)C)=O)C=C1 (2-(4-(6-fluoropyridin-2-yl)benzyl)-5-methyl-2H-pyrazolo[3,4-d]pyrimidine-4,6(5H,7H)-dione), CN(C)C=O (DMF), C(C(C)C)I (isobutyl iodide), C([O-])([O-])=O.[K+].[K+] (potassium carbonate). Run in O (water). Run at temperature 140 celsius. The product is FC1=CC=CC(=N1)C1=CC=C(CN2N=C3N(C(N(C(C3=C2)=O)C)=O)CC(C)C)C=C1 (2-(4-(6-fluoropyridin-2-yl)benzyl)-7-isobutyl-5-methyl-2H-pyrazolo[3,4-d]pyrimidine-4,6(5H,7H)-dione). Yield: 94.1%. RXN SMILES: [F:1][C:2]1[N:7]=[C:6]([C:8]2[CH:26]=[CH:25][C:11]([CH2:12][N:13]3[CH:21]=[C:20]4[C:15]([NH:16][C:17](=[O:24])[N:18]([CH3:23])[C:19]4=[O:22])=[N:14]3)=[CH:10][CH:9]=2)[CH:5]=[CH:4][CH:3]=1.[CH2:27](I)[CH:28]([CH3:30])[CH3:29].C(=O)([O-])[O-].[K+].[K+].CN(C=O)C>O>[F:1][C:2]1[N:7]=[C:6]([C:8]2[CH:26]=[CH:25][C:11]([CH2:12][N:13]3[CH:21]=[C:20]4[C:15]([N:16]([CH2:27][CH:28]([CH3:30])[CH3:29])[C:17](=[O:24])[N:18]([CH3:23])[C:19]4=[O:22])=[N:14]3)=[CH:10][CH:9]=2)[CH:5]=[CH:4][CH:3]=1 |f:2.3.4|. Procedure: 2-(4-(6-fluoropyridin-2-yl)benzyl)-5-methyl-2H-pyrazolo[3,4-d]pyrimidine-4,6(5H,7H)-dione (422 mg, 1.2 mmol), isobutyl iodide (276 μL, 2.4 mmol) and potassium carbonate (497 mg, 3.6 mmol) are place in a Biotage microwave vial, and then DMF (6 mL) is added. The mixture is heated in a Biotage microwave instrument at 140° C. for 30 min. The mixture is diluted with water (150 mL), and then extracted with methylene chloride three times. The combined organic phase is evaporated to dryness to give 460 ... The reactants are C(=C)C1=CC=C(CCl)C=C1 (4-vinylbenzyl chloride), NCCNCCC[Si](OCC)(OCC)OCC (N-(2-aminoethyl)-3-aminopropyltriethoxysilane), CO (methanol). Run at time 1 hour. Yields the product C(=CC1=CC=CC=C1)CN(CCC[Si](OCC)(OCC)OCC)CCN (3-(N-styrylmethyl-2-aminoethylamino)propyltriethoxysilane). Isolated yield 69.4%. As a reaction SMILES: [CH:1]([C:3]1[CH:10]=[CH:9][C:6](CCl)=[CH:5][CH:4]=1)=[CH2:2].[NH2:11][CH2:12][CH2:13][NH:14][CH2:15][CH2:16][CH2:17][Si:18]([O:25][CH2:26][CH3:27])([O:22][CH2:23][CH3:24])[O:19][CH2:20][CH3:21].[CH3:28]O>>[CH:2]([CH2:28][N:14]([CH2:13][CH2:12][NH2:11])[CH2:15][CH2:16][CH2:17][Si:18]([O:25][CH2:26][CH3:27])([O:19][CH2:20][CH3:21])[O:22][CH2:23][CH3:24])=[CH:1][C:3]1[CH:4]=[CH:5][CH:6]=[CH:9][CH:10]=1. Reported procedure: 14 g (0.1 mol) of 4-vinylbenzyl chloride is added with stirring and at +20° C. under nitrogen atmosphere to a solution of N-(2-aminoethyl)-3-aminopropyltriethoxysilane (26.4 g, 0.1 mol) in methanol (40 g). The temperature of the mixture is raised to reflux and maintained until the reactants have been consumed completely (3 hours). After the temperature of the reaction mixture has returned to +20° C., the methanol is evaporated and the residue is taken up in 50 mL of toluene. The salts are filter...